Dataset: the Open Reaction Database (ORD), a public repository of structured organic reaction records. Task: describe an organic reaction: reactants, conditions, products, and yield Reactants: intermediate 16B, COC(=O)C=1C(=NNC1C1CC1)C1CC1 (3,5-dicyclopropyl-1H-pyrazole-4-carboxylic acid methyl ester), FC(C=1C=C(C=CC1)I)(F)F (3-trifluoromethlyiodobenzene), intermediate 6A. Product: COC(=O)C=1C(=NN(C1C1CC1)C1=CC(=CC=C1)C(F)(F)F)C1CC1 (3,5-Dicyclopropyl-1-(3-trifluoromethyl-phenyl)-1H-pyrazole-4-carboxylic acid methyl ester). Reaction SMILES: [CH3:1][O:2][C:3]([C:5]1[C:6]([CH:13]2[CH2:15][CH2:14]2)=[N:7][NH:8][C:9]=1[CH:10]1[CH2:12][CH2:11]1)=[O:4].[F:16][C:17]([F:26])([F:25])[C:18]1[CH:19]=[C:20](I)[CH:21]=[CH:22][CH:23]=1>>[CH3:1][O:2][C:3]([C:5]1[C:6]([CH:13]2[CH2:15][CH2:14]2)=[N:7][N:8]([C:22]2[CH:21]=[CH:20][CH:19]=[C:18]([C:17]([F:26])([F:25])[F:16])[CH:23]=2)[C:9]=1[CH:10]1[CH2:12][CH2:11]1)=[O:4]. Reported procedure: The title compound was prepared by reaction of intermediate 16B 3,5-dicyclopropyl-1H-pyrazole-4-carboxylic acid methyl ester with 3-trifluoromethlyiodobenzene in analogy to intermediate 6A. MS: 367.2 (MH+). Starting materials: C, CO, Cl, COc1ccc([N+](=O)[O-])cc1OC(F)(F)F, [Pd]. Reaction SMILES: [C:20].[CH3:18][OH:19].[ClH:17].[N+:1]([O-:2])(=[O:3])[c:4]1[cH:5][c:6]([O:12][C:13]([F:14])([F:15])[F:16])[c:7]([O:10][CH3:11])[cH:8][cH:9]1.[Pd:21]>>[ClH:17].[NH2:1][c:4]1[cH:5][c:6]([O:12][C:13]([F:14])([F:15])[F:16])[c:7]([O:10][CH3:11])[cH:8][cH:9]1. The product is Cl, COc1ccc(N)cc1OC(F)(F)F. Starting materials: C(=O)(O)COC1=CC=CC2=C1CC(C=1C(=NC=CC1)O2)=CCCN2CCC(CC2)(O)C2=CC=C(C=C2)Cl (1-[3-(7-Carboxymethyloxy-5,11-dihydro[1]benzoxepino[2,3-b]pyridin-5-ylidene)propyl]-4-(4-chlorophenyl)piperidin-4-ol), O.ON1N=NC2=C1C=CC=C2 (1-hydroxybenzotriazol hydrate), Cl.CN(CCCN=C=NCC)C (1-(3-dimethylaminopropyl)-3-ethylcarbodiimide hydrochloride), Cl.CNC (dimethylamine hydrochloride). Run in C(Cl)(Cl)Cl (chloroform), O (Water), CN(C=O)C (dimethylformamide), C(C)N(CC)CC (triethylamine). Conditions: time 12 hour. The product is ClC1=CC=C(C=C1)C1(CCN(CC1)CCC=C1CC2=C(OC3=NC=CC=C31)C=CC=C2OCC(=O)N(C)C)O (4-(4-Chlorophenyl)-1-[3-(5,11-dihydro-7-dimethylaminocarbonylmethyloxy[1]benzoxepino[2,3-b]pyridin-5-ylidene)propyl]piperidin-4-ol). The yield is 86.0%. Reaction SMILES: [C:1]([CH2:4][O:5][C:6]1[C:11]2[CH2:12][C:13](=[CH:21][CH2:22][CH2:23][N:24]3[CH2:29][CH2:28][C:27]([C:31]4[CH:36]=[CH:35][C:34]([Cl:37])=[CH:33][CH:32]=4)([OH:30])[CH2:26][CH2:25]3)[C:14]3[C:15]([O:20][C:10]=2[CH:9]=[CH:8][CH:7]=1)=[N:16][CH:17]=[CH:18][CH:19]=3)(O)=[O:2].O.ON1C2C=CC=CC=2N=N1.Cl.[CH3:50][N:51](C)[CH2:52]CCN=C=NCC.Cl.CNC>CN(C)C=O.C(Cl)(Cl)Cl.O.C(N(CC)CC)C>[Cl:37][C:34]1[CH:33]=[CH:32][C:31]([C:27]2([OH:30])[CH2:28][CH2:29][N:24]([CH2:23][CH2:22][CH:21]=[C:13]3[C:14]4[C:15](=[N:16][CH:17]=[CH:18][CH:19]=4)[O:20][C:10]4[CH:9]=[CH:8][CH:7]=[C:6]([O:5][CH2:4][C:1]([N:51]([CH3:52])[CH3:50])=[O:2])[C:11]=4[CH2:12]3)[CH2:25][CH2:26]2)=[CH:36][CH:35]=1 |f:1.2,3.4,5.6|. Procedure details: To a solution of product of example 133 (420 mg) in dimethylformamide (17 ml) were added 1-hydroxybenzotriazol hydrate (250 mg), 1-(3-dimethylaminopropyl)-3-ethylcarbodiimide hydrochloride (310 mg), dimethylamine hydrochloride (270 mg) and triethylamine (0.45 ml), and the mixture stirred at room temperature for 12 hours. Water and chloroform were added to the reaction mixture, the organic layer was separated and washed with saturated aqueous sodium chloride, and dried with magnesium sulfate. The... Product: COC([C@H](C1=CC=C(C=C1)C1=C(C=C(C=C1)C(CC)(CC)C1=CC(=C(C=C1)CCC(C(C)(C)C)O[Si](C)(C)C(C)(C)C)C)C)NC(=O)OC(C)(C)C)=O ((S)-t-butoxycarbonylamino-[4′-(1-{4-[3-(t-butyl-dimethyl-silanyloxy)-4,4-dimethyl-pentyl]-3-methyl-phenyl}-1-ethyl-propyl)-2′-methyl-biphenyl-4-yl]-acetic Acid Methyl Ester). Reaction SMILES: [C:1]([Si:5]([O:8][CH:9]([CH2:14][CH2:15][C:16]1[CH:21]=[CH:20][C:19]([C:22]([CH2:41][CH3:42])([C:25]2[CH:30]=[CH:29][C:28](B3OC(C)(C)C(C)(C)O3)=[C:27]([CH3:40])[CH:26]=2)[CH2:23][CH3:24])=[CH:18][C:17]=1[CH3:43])[C:10]([CH3:13])([CH3:12])[CH3:11])([CH3:7])[CH3:6])([CH3:4])([CH3:3])[CH3:2].C1(P(C2CCCCC2)C2C=CC=CC=2C2C(OC)=CC=CC=2OC)CCCCC1.P([O-])([O-])([O-])=O.[K+].[K+].[K+].[CH3:81][O:82][C:83](=[O:100])[C@@H:84]([NH:92][C:93]([O:95][C:96]([CH3:99])([CH3:98])[CH3:97])=[O:94])[C:85]1[CH:90]=[CH:89][C:88](Cl)=[CH:87][CH:86]=1>C1(C)C=CC=CC=1.O.C(OCC)C.C([O-])(=O)C.[Pd+2].C([O-])(=O)C>[CH3:81][O:82][C:83](=[O:100])[C@@H:84]([NH:92][C:93]([O:95][C:96]([CH3:99])([CH3:98])[CH3:97])=[O:94])[C:85]1[CH:90]=[CH:89][C:88]([C:28]2[CH:29]=[CH:30][C:25]([C:22]([C:19]3[CH:20]=[CH:21][C:16]([CH2:15][CH2:14][CH:9]([O:8][Si:5]([C:1]([CH3:4])([CH3:3])[CH3:2])([CH3:6])[CH3:7])[C:10]([CH3:13])([CH3:12])[CH3:11])=[C:17]([CH3:43])[CH:18]=3)([CH2:23][CH3:24])[CH2:41][CH3:42])=[CH:26][C:27]=2[CH3:40])=[CH:87][CH:86]=1 |f:2.3.4.5,10.11.12|. Solvent: C1(=CC=CC=C1)C (toluene), O (water), C(C)OCC (diethyl ether). Reactants: COC([C@H](C1=CC=C(C=C1)Cl)NC(=O)OC(C)(C)C)=O ((S)-t-butoxycarbonylamino-(4-chloro-phenyl)acetic acid methyl ester), C(C)(C)(C)[Si](C)(C)OC(C(C)(C)C)CCC1=C(C=C(C=C1)C(CC)(C1=CC(=C(C=C1)B1OC(C(O1)(C)C)(C)C)C)CC)C (t-butyl-(1-{2-[4-(1-ethyl-1-{4-[4,4,5,5-tetramethyl-[1,3,2]dioxaborolan-2-yl]-3-methyl-phenyl}-propyl)-2-methyl-phenyl]-ethyl}-2,2-dimethyl-propoxy)dimethylsilane), C1(CCCCC1)P(C1=C(C=CC=C1)C1=C(C=CC=C1OC)OC)C1CCCCC1 (2-dicyclohexylphosphino-2′,6′-dimethoxy-1,1′-biphenyl), P(=O)([O-])([O-])[O-].[K+].[K+].[K+] (potassium phosphate). Yield: 67.4%. Conditions: time 3 minute. The reagents and catalysts are C(C)(=O)[O-].[Pd+2].C(C)(=O)[O-] (palladium (II) acetate). Procedure details: Degassed toluene (0.10 mL) was added to t-butyl-(1-{2-[4-(1-ethyl-1-{4-[4,4,5,5-tetramethyl-[1,3,2]dioxaborolan-2-yl]-3-methyl-phenyl}-propyl)-2-methyl-phenyl]-ethyl}-2,2-dimethyl-propoxy)dimethylsilane (Example 24-(1); 25.2 mg, 0.0415 mmol), palladium (II) acetate (1.6 mg, 0.071 mmol), 2-dicyclohexylphosphino-2′,6′-dimethoxy-1,1′-biphenyl (6.0 mg, 0.015 mmol) and potassium phosphate (24.5 mg, 0.115 mmol), and the mixture was stirred in a nitrogen atmosphere for three minutes. Then, a solution o... The reactants are [BH4-], O=C(Nc1ccccc1)N1CCC(N(Cc2ccnc3ccccc23)C(=O)C(F)(F)F)CC1Cc1ccccc1, [Na+]. Yields the product O=C(Nc1ccccc1)N1CCC(NCc2ccnc3ccccc23)CC1Cc1ccccc1. As a reaction SMILES: [BH4-:41].[CH2:1]([c:2]1[cH:3][cH:4][cH:5][cH:6][cH:7]1)[CH:8]1[N:9]([C:32]([NH:33][c:34]2[cH:35][cH:36][cH:37][cH:38][cH:39]2)=[O:40])[CH2:10][CH2:11][CH:12]([N:14]([C:15](=[O:16])[C:17]([F:18])([F:19])[F:20])[CH2:21][c:22]2[cH:23][cH:24][n:25][c:26]3[cH:27][cH:28][cH:29][cH:30][c:31]23)[CH2:13]1.[Na+:42]>>[CH2:1]([c:2]1[cH:3][cH:4][cH:5][cH:6][cH:7]1)[CH:8]1[N:9]([C:32]([NH:33][c:34]2[cH:35][cH:36][cH:37][cH:38][cH:39]2)=[O:40])[CH2:10][CH2:11][CH:12]([NH:14][CH2:21][c:22]2[cH:23][cH:24][n:25][c:26]3[cH:27][cH:28][cH:29][cH:30][c:31]23)[CH2:13]1.